Dataset: the Open Reaction Database (ORD), a public repository of structured organic reaction records. Task: describe an organic reaction: reactants, conditions, products, and yield The product is NCC=1C=C(C=CC1)C1(CC(NC1)=O)CC1=CC=CC=C1 (4-(3-Aminomethyl-phenyl)-4-benzyl-pyrrolidin-2-one). The reactants are C(C1=CC=CC=C1)C1(CC(NC1)=O)C1=CC(=CC=C1)OC (4-benzyl-4-(3-methoxy-phenyl)-pyrrolidin-2-one), COC(CC(C1=CC(=CC=C1)C#N)(C#N)CC1=CC=CC=C1)=O (3-benzyl-3-cyano-3-(3-cyano-phenyl)-propionic acid methyl ester). RXN SMILES: C(C1(C2C=CC=C(OC)C=2)CNC(=O)C1)C1C=CC=CC=1.CO[C:24](=[O:44])[CH2:25][C:26]([CH2:37][C:38]1[CH:43]=[CH:42][CH:41]=[CH:40][CH:39]=1)([C:35]#[N:36])[C:27]1[CH:32]=[CH:31][CH:30]=[C:29]([C:33]#[N:34])[CH:28]=1>>[NH2:34][CH2:33][C:29]1[CH:28]=[C:27]([C:26]2([CH2:37][C:38]3[CH:43]=[CH:42][CH:41]=[CH:40][CH:39]=3)[CH2:35][NH:36][C:24](=[O:44])[CH2:25]2)[CH:32]=[CH:31][CH:30]=1. Procedure: Prepared in analogy to 4-benzyl-4-(3-methoxy-phenyl)-pyrrolidin-2-one starting from 3-benzyl-3-cyano-3-(3-cyano-phenyl)-propionic acid methyl ester (example 56.2) Starting materials: [H-].[Na+] (sodium hydride), Cl (hydrochloric acid), OCC(CS(=O)(=O)N)(C)C (3-hydroxy-2,2-dimethyl-1-propanesulfonamide), ClC=1C=CC=2N(N1)N=CN2 (6-chloro[1,2,4]triazolo[1,5-b]pyridazine). Run in CN(C=O)C (dimethylformamide), O (water). Run at time 30 minute. Yields the product CC(COC=1C=CC=2N(N1)N=CN2)(CS(N)(=O)=O)C (6-(2,2-dimethyl-3-sulfamoyl-1-propoxy)[1,2,4]triazolo[1,5-b]pyridazine). Isolated yield 81.3%. RXN SMILES: [H-].[Na+].[OH:3][CH2:4][C:5]([CH3:12])([CH3:11])[CH2:6][S:7]([NH2:10])(=[O:9])=[O:8].Cl[C:14]1[CH:15]=[CH:16][C:17]2[N:18]([N:20]=[CH:21][N:22]=2)[N:19]=1.Cl>CN(C)C=O.O>[CH3:11][C:5]([CH3:12])([CH2:6][S:7](=[O:9])(=[O:8])[NH2:10])[CH2:4][O:3][C:14]1[CH:15]=[CH:16][C:17]2[N:18]([N:20]=[CH:21][N:22]=2)[N:19]=1 |f:0.1|. Reported procedure: In 15 ml of dimethylformamide was suspended 0.42 g of 60% sodium hydride in oil, followed by addition of 0.878 g of 3-hydroxy-2,2-dimethyl-1-propanesulfonamide and the mixture was stirred under reduced pressure at room temperature for 30 minutes. Then, 0.773 g of 6-chloro[1,2,4]triazolo[1,5-b]pyridazine was added and the mixture was further stirred at room temperature for 1 hour. Following addition of 40 ml of iced water, the reaction mixture was adjusted to pH 6 with 1N-hydrochloric acid and th... The reactants are C(C)=O (acetaldehyde), [BH3-]C#N.[Na+] (NaBH3CN), C(C)(=O)O (acetic acid), BrC=1C=C(C=C(C1)SC1=CC=C(C=C1)[N+](=O)[O-])NC ([3-bromo-5-(4-nitrophenylsulphanyl)-phenyl]-methylamine). Run in C(C)#N (acetonitrile). Run at time 1 hour. Product: BrC=1C=C(C=C(C1)SC1=CC=C(C=C1)[N+](=O)[O-])N(C)CC ([3-bromo-5-(4-nitro-phenylsulphanyl)-phenyl]-ethylmethylamine). Isolated yield 89.9%. RXN SMILES: [Br:1][C:2]1[CH:3]=[C:4]([NH:18][CH3:19])[CH:5]=[C:6]([S:8][C:9]2[CH:14]=[CH:13][C:12]([N+:15]([O-:17])=[O:16])=[CH:11][CH:10]=2)[CH:7]=1.[CH:20](=O)[CH3:21].[BH3-]C#N.[Na+].C(O)(=O)C>C(#N)C>[Br:1][C:2]1[CH:3]=[C:4]([N:18]([CH2:20][CH3:21])[CH3:19])[CH:5]=[C:6]([S:8][C:9]2[CH:10]=[CH:11][C:12]([N+:15]([O-:17])=[O:16])=[CH:13][CH:14]=2)[CH:7]=1 |f:2.3|. Reported procedure: 0.34 g (0.001 mol) of [3-bromo-5-(4-nitrophenylsulphanyl)-phenyl]-methylamine was dissolved in 10 ml of acetonitrile, treated with 1.4 ml (0.025 mol) of acetaldehyde, 0.74 g (0.010 mol) of NaBH3CN and 1.76 ml of acetic acid and stirred at room temperature for 1 hr. Thereafter, the solvent was removed, the residue was partitioned in ethyl acetate/water and the organic phase was washed with sat. sodium chloride solution, dried over MgSO4, filtered and concentrated. The residue was chromatographed ...